Dataset: the Open Reaction Database (ORD), a public repository of structured organic reaction records. Task: describe an organic reaction: reactants, conditions, products, and yield The reactants are CNC(=O)C1(n2cnc3c(NCc4cccc(I)c4)nc(Cl)nc32)SCC2OC(C)(C)OC21, CC(=O)O. Product: CNC(=O)C1(n2cnc3c(NCc4cccc(I)c4)nc(Cl)nc32)SCC(O)C1O. RXN SMILES: [CH3:1][NH:2][C:3](=[O:4])[C:5]1([n:15]2[c:16]3[n:17][c:18]([Cl:33])[n:19][c:20]([NH:24][CH2:25][c:26]4[cH:27][c:28]([I:32])[cH:29][cH:30][cH:31]4)[c:21]3[n:22][cH:23]2)[S:6][CH2:7][CH:8]2[O:9][C:10]([CH3:13])([CH3:14])[O:11][CH:12]12.[CH3:34][C:35](=[O:36])[OH:37]>>[CH3:1][NH:2][C:3](=[O:4])[C:5]1([n:15]2[c:16]3[n:17][c:18]([Cl:33])[n:19][c:20]([NH:24][CH2:25][c:26]4[cH:27][c:28]([I:32])[cH:29][cH:30][cH:31]4)[c:21]3[n:22][cH:23]2)[S:6][CH2:7][CH:8]([OH:9])[CH:12]1[OH:11]. The reactants are CCOC(=O)c1ccc(C)n(-c2cccc(C(F)(F)F)c2)c1=O, ClCCl, O=C(O)C(F)(F)F, O=C1CCC(=O)N1I. Product: CCOC(=O)c1cc(I)c(C)n(-c2cccc(C(F)(F)F)c2)c1=O. RXN SMILES: [CH3:9][c:10]1[cH:11][cH:12][c:13]([C:27](=[O:28])[O:29][CH2:30][CH3:31])[c:14](=[O:26])[n:15]1-[c:16]1[cH:17][c:18]([C:22]([F:23])([F:24])[F:25])[cH:19][cH:20][cH:21]1.[Cl:32][CH2:33][Cl:34].[F:35][C:36]([F:37])([F:38])[C:39]([OH:40])=[O:41].[I:1][N:2]1[C:3](=[O:4])[CH2:5][CH2:6][C:7]1=[O:8]>>[I:1][c:11]1[c:10]([CH3:9])[n:15](-[c:16]2[cH:17][c:18]([C:22]([F:23])([F:24])[F:25])[cH:19][cH:20][cH:21]2)[c:14](=[O:26])[c:13]([C:27](=[O:28])[O:29][CH2:30][CH3:31])[cH:12]1.